From a dataset of the Open Reaction Database (ORD), a public repository of structured organic reaction records. describe an organic reaction: reactants, conditions, products, and yield Reactants: C(C)C1C(N(CC1)CC(=O)N)=O (ethyl 2-oxo-1-pyrrolidineacetamide), C(C)(C)N(CCN)C (N-isopropyl-N-methylethylenediamine). Yields the product CN(CCNC(CN1C(CCC1)=O)=O)C(C)C (N-[2-[methyl(1-methylethyl)amino]ethyl]-2-oxo-1-pyrrolidineacetamide). RXN SMILES: C([CH:3]1[CH2:7][CH2:6][N:5]([CH2:8][C:9]([NH2:11])=[O:10])[C:4]1=[O:12])C.[CH:13]([N:16]([CH3:20])[CH2:17][CH2:18]N)([CH3:15])[CH3:14]>>[CH3:20][N:16]([CH:13]([CH3:15])[CH3:14])[CH2:17][CH2:18][NH:11][C:9](=[O:10])[CH2:8][N:5]1[CH2:6][CH2:7][CH2:3][C:4]1=[O:12]. Reported procedure: From 8.5 g. of ethyl 2-oxo-1-pyrrolidineacetamide and 11.6 g. of N-isopropyl-N-methylethylenediamine, following the procedure of Example 1, there is obtained N-[2-[methyl(1-methylethyl)amino]ethyl]-2-oxo-1-pyrrolidineacetamide; b.p. 152° C./0.07 mm. Starting materials: CC#N, CCN(C(C)C)C(C)C, CC(OC1CCC(CBr)C1c1ccc(F)cc1)c1cc(C(F)(F)F)cc(C(F)(F)F)c1, c1c[nH]cn1. Product: CC(OC1CCC(Cn2ccnc2)C1c1ccc(F)cc1)c1cc(C(F)(F)F)cc(C(F)(F)F)c1. RXN SMILES: [CH3:46][C:47]#[N:48].[CH:37]([N:38]([CH2:39][CH3:40])[CH:41]([CH3:42])[CH3:43])([CH3:44])[CH3:45].[F:1][C:2]([c:3]1[cH:4][c:5]([CH:13]([CH3:14])[O:15][CH:16]2[CH:17]([c:23]3[cH:24][cH:25][c:26]([F:29])[cH:27][cH:28]3)[CH:18]([CH2:21][Br:22])[CH2:19][CH2:20]2)[cH:6][c:7]([C:9]([F:10])([F:11])[F:12])[cH:8]1)([F:30])[F:31].[nH:32]1[cH:33][n:34][cH:35][cH:36]1>>[F:1][C:2]([c:3]1[cH:4][c:5]([CH:13]([CH3:14])[O:15][CH:16]2[CH:17]([c:23]3[cH:24][cH:25][c:26]([F:29])[cH:27][cH:28]3)[CH:18]([CH2:21][n:32]3[cH:33][n:34][cH:35][cH:36]3)[CH2:19][CH2:20]2)[cH:6][c:7]([C:9]([F:10])([F:11])[F:12])[cH:8]1)([F:30])[F:31]. Reactants: CC(=O)[O-], O=C([O-])[O-], CC(=O)[O-], CC1CNCCN1, Cc1ccccc1, [Cs+], [Cs+], Cc1ccc2c(OS(=O)(=O)C(F)(F)F)cccc2n1, [Pd+2], c1ccc(P(c2ccccc2)c2ccc3ccccc3c2-c2c(P(c3ccccc3)c3ccccc3)ccc3ccccc23)cc1. Yields the product Cc1ccc2c(N3CCNC(C)C3)cccc2n1. RXN SMILES: [C:86]([O-:87])(=[O:88])[CH3:89].[C:8](=[O:9])([O-:10])[O-:11].[C:91]([O-:92])(=[O:93])[CH3:94].[CH3:1][CH:2]1[NH:3][CH2:4][CH2:5][NH:6][CH2:7]1.[CH3:79][c:80]1[cH:81][cH:82][cH:83][cH:84][cH:85]1.[Cs+:12].[Cs+:13].[F:60][C:61]([F:62])([F:63])[S:64]([O:65][c:66]1[c:67]2[cH:68][cH:69][c:70]([CH3:76])[n:71][c:72]2[cH:73][cH:74][cH:75]1)(=[O:77])=[O:78].[Pd+2:90].[c:14]1([P:15]([c:16]2[cH:17][cH:18][cH:19][cH:20][cH:21]2)[c:22]2[cH:23][cH:24][c:25]3[c:26]([cH:27][cH:28][cH:29][cH:30]3)[c:31]2-[c:32]2[c:33]3[c:34]([cH:35][cH:36][cH:37][cH:38]3)[cH:39][cH:40][c:41]2[P:42]([c:43]2[cH:44][cH:45][cH:46][cH:47][cH:48]2)[c:49]2[cH:50][cH:51][cH:52][cH:53][cH:54]2)[cH:55][cH:56][cH:57][cH:58][cH:59]1>>[CH3:1][CH:2]1[NH:3][CH2:4][CH2:5][N:6]([c:66]2[c:67]3[cH:68][cH:69][c:70]([CH3:76])[n:71][c:72]3[cH:73][cH:74][cH:75]2)[CH2:7]1. The reactants are NC1=NC=2C=C(C=CC2C2=C1N=C(S2)CC)O (4-amino-2-ethylthiazolo[4,5-c]quinolin-7-ol), C([O-])([O-])=O.[Cs+].[Cs+] (cesium carbonate), CN(C)C=O (DMF), BrCC1=CC=C(C=C1)S(=O)(=O)NCCC1=CNC2=CC=CC=C12 ({[4-(Bromomethyl)phenyl]sulfonyl}[2-(indol-3-yl)ethyl]amine), BrCC1=CC=C(C=C1)S(=O)(=O)NCCC1=CNC2=CC=CC=C12 ({[4-(bromomethyl)phenyl]sulfonyl}[2-(indol-3-yl)ethyl]amine). Run in O (water). Conditions: temperature 75 celsius, time 10 minute. Yields the product NC1=NC=2C=C(C=CC2C2=C1N=C(S2)CC)OCC2=CC=C(C=C2)S(=O)(=O)NCCC=2NC1=CC=CC=C1C2 (4-{[(4-amino-2-ethylthiazolo[4,5-c]quinolin-7-yl)oxy]methyl}-N-[2-(1H-indol-2-yl)ethyl]benzenesulfonamide). RXN SMILES: [NH2:1][C:2]1[C:11]2[N:12]=[C:13]([CH2:15][CH3:16])[S:14][C:10]=2[C:9]2[CH:8]=[CH:7][C:6]([OH:17])=[CH:5][C:4]=2[N:3]=1.C(=O)([O-])[O-].[Cs+].[Cs+].[CH3:24][N:25]([CH:27]=O)C.Br[CH2:30][C:31]1[CH:36]=[CH:35][C:34]([S:37]([NH:40][CH2:41][CH2:42]C2C3C(=CC=CC=3)NC=2)(=[O:39])=[O:38])=[CH:33][CH:32]=1>O>[NH2:1][C:2]1[C:11]2[N:12]=[C:13]([CH2:15][CH3:16])[S:14][C:10]=2[C:9]2[CH:8]=[CH:7][C:6]([O:17][CH2:30][C:31]3[CH:36]=[CH:35][C:34]([S:37]([NH:40][CH2:41][CH2:42][C:24]4[NH:25][C:27]5[C:8]([CH:7]=4)=[CH:9][CH:4]=[CH:5][CH:6]=5)(=[O:39])=[O:38])=[CH:33][CH:32]=3)=[CH:5][C:4]=2[N:3]=1 |f:1.2.3|. Procedure details: A mixture of 4-amino-2-ethylthiazolo[4,5-c]quinolin-7-ol (245 mg, 1.0 mmol), cesium carbonate (1.3 g, 4.0 mmol), and DMF (20 mL) was stirred at 75° C. for 10 minutes. {[4-(Bromomethyl)phenyl]sulfonyl}[2-(indol-3-yl)ethyl]amine (432 mg, 1.1 mmol) was added in portions over a period of 30 minutes. Several small additions of {[4-(bromomethyl)phenyl]sulfonyl}[2-(indol-3-yl)ethyl]amine were made over several hours. The reaction mixture was diluted with water (250 mL) and then extracted with chlorofor... The reactants are S1C(=CC2=C1SCC2)C(=O)O (4,5-Dihydrothieno[2,3-b]thiophene-2-carboxylic acid), OOS(=O)[O-].[K+] (Oxone). Run in O (water). Run at temperature 60 celsius. Yields the product S1C(=CC2=C1S(CC2)(=O)=O)C(=O)O (4,5-dihydrothieno[2,3-b]thiophene-2-carboxylic acid-6,6-dioxide). Yield: 68.0%. RXN SMILES: [S:1]1[C:5]2S[CH2:7][CH2:8][C:4]=2[CH:3]=[C:2]1[C:9]([OH:11])=[O:10].O[O:13][S:14]([O-:16])=O.[K+]>O>[S:1]1[C:5]2[S:14](=[O:16])(=[O:13])[CH2:7][CH2:8][C:4]=2[CH:3]=[C:2]1[C:9]([OH:11])=[O:10] |f:1.2|. Procedure: 4,5-Dihydrothieno[2,3-b]thiophene-2-carboxylic acid (88.3 g, 0.474 mol) was added to a solution of Oxone® (730 g, 1.18 mol) in water (3.0 L), and the resulting suspension heated on a steam bath for 1 hour. During this time the solids dissolved to give a clear yellow solution. The reaction was cooled to 60° C. and filtered. The filtrate was extracted four times with ethyl acetate (6 L total) and the combined extracts washed with saturated brine and dried over magnesium sulfate. The solution was f...